Task: describe an organic reaction: reactants, conditions, products, and yield. Dataset: the Open Reaction Database (ORD), a public repository of structured organic reaction records Reactants: NCc1ccccc1, CN(C)C=O, O, O=C1OC(=O)C(c2c[nH]c3ccccc23)=C1c1c[nH]c2ccccc12. Yields the product O=C1C(c2c[nH]c3ccccc23)=C(c2c[nH]c3ccccc23)C(=O)N1Cc1ccccc1. Reaction SMILES: [NH2:27][CH2:28][c:29]1[cH:30][cH:31][cH:32][cH:33][cH:34]1.[O:35]=[CH:36][N:37]([CH3:38])[CH3:39].[OH2:26].[nH:1]1[cH:2][c:3]([C:10]2=[C:15]([c:16]3[cH:17][nH:18][c:19]4[cH:20][cH:21][cH:22][cH:23][c:24]34)[C:14](=[O:25])[O:13][C:11]2=[O:12])[c:4]2[cH:5][cH:6][cH:7][cH:8][c:9]12>>[nH:1]1[cH:2][c:3]([C:10]2=[C:15]([c:16]3[cH:17][nH:18][c:19]4[cH:20][cH:21][cH:22][cH:23][c:24]34)[C:14](=[O:25])[N:27]([CH2:28][c:29]3[cH:30][cH:31][cH:32][cH:33][cH:34]3)[C:11]2=[O:13])[c:4]2[cH:5][cH:6][cH:7][cH:8][c:9]12. The reactants are P(OCC)(OCC)[O-] (Diethyl phosphite), [H-].[Na+] (sodium hydride), COCCOC(Cl)Cl (dichloromethyl 2-methoxyethyl ether). The solvent is [Cl-].[Na+] (sodium chloride), O1CCCC1 (tetrahydrofuran). Run at time 15 minute. Yields the product COCCOC(P(OCC)(OCC)=O)P(OCC)(OCC)=O (Tetraethyl (2-methoxyethoxymethylene)-bisphosphonate). RXN SMILES: [P:1]([O-:8])([O:5][CH2:6][CH3:7])[O:2][CH2:3][CH3:4].[H-].[Na+].[CH3:11][O:12][CH2:13][CH2:14][O:15][CH:16](Cl)Cl>O1CCCC1.[Cl-].[Na+]>[CH3:11][O:12][CH2:13][CH2:14][O:15][CH:16]([P:1](=[O:8])([O:5][CH2:6][CH3:7])[O:2][CH2:3][CH3:4])[P:1](=[O:8])([O:5][CH2:6][CH3:7])[O:2][CH2:3][CH3:4] |f:1.2,5.6|. Procedure details: Diethyl phosphite (18.0 ml) was added dropwise at 20° C. to a stirred suspension of 55% sodium hydride (5.45 g) in dry tetrahydrofuran (100 ml). After stirring for a further 15 minutes, the mixture was cooled in ice, and dichloromethyl 2-methoxyethyl ether (7.15 g) was added during 15 minutes. The mixture was stirred at room temperature for 1 hour, diluted with saturated aqueous sodium chloride and extracted with chloroform. The organic phase was dried and evaporated to leave an oil which was pu... Reactants: [Br-], O=C([O-])C(=O)[O-], C1CCOC1, CC(C)(C)[O-], C[P+](c1ccccc1)(c1ccccc1)c1ccccc1, CC(C)=O, COc1ccccc1CC1NCCC(=O)C1C, [K+]. Product: C=C1CCNC(Cc2ccccc2OC)C1C. Reaction SMILES: [Br-:35].[C:29]([O-:30])(=[O:31])[C:32]([O-:33])=[O:34].[CH2:24]1[O:25][CH2:26][CH2:27][CH2:28]1.[CH3:1][C:2]([CH3:3])([O-:4])[CH3:5].[CH3:36][P+:37]([c:38]1[cH:39][cH:40][cH:41][cH:42][cH:43]1)([c:44]1[cH:45][cH:46][cH:47][cH:48][cH:49]1)[c:50]1[cH:51][cH:52][cH:53][cH:54][cH:55]1.[CH3:56][C:57](=[O:58])[CH3:59].[CH3:7][O:8][c:9]1[c:10]([CH2:15][CH:16]2[NH:17][CH2:18][CH2:19][C:20](=[O:23])[CH:21]2[CH3:22])[cH:11][cH:12][cH:13][cH:14]1.[K+:6]>>[CH2:1]=[C:20]1[CH2:19][CH2:18][NH:17][CH:16]([CH2:15][c:10]2[c:9]([O:8][CH3:7])[cH:14][cH:13][cH:12][cH:11]2)[CH:21]1[CH3:22]. Starting materials: Cc1ccccc1-c1cc(N2CCOCC2)ncc1C(=O)NCc1ccccc1, CS(=O)(=O)O, [Na+], [Na+], O=C([O-])[O-], O=S(=O)(O)O. The product is Cc1ccccc1-c1cc(N2CCOCC2)ncc1C(N)=O. RXN SMILES: [CH2:1]([c:2]1[cH:3][cH:4][cH:5][cH:6][cH:7]1)[NH:8][C:9]([c:10]1[cH:11][n:12][c:13]([N:23]2[CH2:24][CH2:25][O:26][CH2:27][CH2:28]2)[cH:14][c:15]1-[c:16]1[c:17]([CH3:22])[cH:18][cH:19][cH:20][cH:21]1)=[O:29].[CH3:41][S:42](=[O:43])(=[O:44])[OH:45].[Na+:35].[Na+:36].[O-:37][C:38](=[O:39])[O-:40].[S:30](=[O:31])(=[O:32])([OH:33])[OH:34]>>[NH2:8][C:9]([c:10]1[cH:11][n:12][c:13]([N:23]2[CH2:24][CH2:25][O:26][CH2:27][CH2:28]2)[cH:14][c:15]1-[c:16]1[c:17]([CH3:22])[cH:18][cH:19][cH:20][cH:21]1)=[O:29]. The reactants are BrC1=NC=CC=C1C (2-bromo-3-methyl-pyridine), ClC=1C=C(C(=O)OO)C=CC1 (3-chloroperoxybenzoic acid). Solvent: ClCCl (dichloromethane), C(Cl)Cl (DCM). Run at time 8 hour. The product is BrC1=[N+](C=CC=C1C)[O-] (2-bromo-3-methylpyridine 1-oxide). The yield is 77.9%. Reaction SMILES: [Br:1][C:2]1[C:7]([CH3:8])=[CH:6][CH:5]=[CH:4][N:3]=1.ClC1C=C(C=CC=1)C(OO)=[O:14]>ClCCl>[Br:1][C:2]1[C:7]([CH3:8])=[CH:6][CH:5]=[CH:4][N+:3]=1[O-:14]. Procedure: A mixture of 2-bromo-3-methyl-pyridine (1000 mg, 5.81 mmol) and 3-chloroperoxybenzoic acid (2150 mg, 8.72 mmol) in dichloromethane (8 mL) was stirred overnight at room temperature. The reaction mixture was diluted with DCM (50 mL) and washed with saturated aqueous sodium thiosulfite (10 mL) followed by saturated aqueous sodium bicarbonate (10 mL). The organic layer was separated, dried over sodium sulfate, filtered and concentrated in vacuo to provide a residue that was purified by flash chromat... Starting materials: CCCCC, ClC(Cl)(Cl)Cl, OCc1cc(C(F)(F)F)cc(C(F)(F)F)c1, c1ccc(P(c2ccccc2)c2ccccc2)cc1. The product is FC(F)(F)c1cc(CCl)cc(C(F)(F)F)c1. RXN SMILES: [CH3:36][CH2:37][CH2:38][CH2:39][CH3:40].[Cl:41][C:42]([Cl:43])([Cl:44])[Cl:45].[F:20][C:21]([c:22]1[cH:23][c:24]([CH2:25][OH:26])[cH:27][c:28]([C:30]([F:31])([F:32])[F:33])[cH:29]1)([F:34])[F:35].[c:1]1([P:2]([c:3]2[cH:4][cH:5][cH:6][cH:7][cH:8]2)[c:9]2[cH:10][cH:11][cH:12][cH:13][cH:14]2)[cH:15][cH:16][cH:17][cH:18][cH:19]1>>[F:20][C:21]([c:22]1[cH:23][c:24]([CH2:25][Cl:41])[cH:27][c:28]([C:30]([F:31])([F:32])[F:33])[cH:29]1)([F:34])[F:35]. Starting materials: C1CCOC1, Nc1ncc(Cl)cc1CCl, Cl, [H-], [Na+], Oc1ccccc1. Product: Nc1ncc(Cl)cc1COc1ccccc1. Reaction SMILES: [CH2:21]1[O:22][CH2:23][CH2:24][CH2:25]1.[Cl:10][c:11]1[cH:12][c:13]([CH2:18][Cl:19])[c:14]([NH2:17])[n:15][cH:16]1.[ClH:20].[H-:1].[Na+:2].[OH:3][c:4]1[cH:5][cH:6][cH:7][cH:8][cH:9]1>>[O:3]([c:4]1[cH:5][cH:6][cH:7][cH:8][cH:9]1)[CH2:18][c:13]1[cH:12][c:11]([Cl:10])[cH:16][n:15][c:14]1[NH2:17]. Starting materials: CC(C)CC(N)C(=O)O, N=C(N)NCCCC(N)C(=O)O, NC(Cc1ccccc1)C(=O)O. Product: NC(Cc1ccccc1)C(=O)O. As a reaction SMILES: [CH3:13][CH:14]([CH2:15][CH:16]([C:17](=[O:18])[OH:19])[NH2:20])[CH3:21].[NH2:1][CH:2]([C:3](=[O:4])[OH:5])[CH2:6][CH2:7][CH2:8][NH:9][C:10](=[NH:11])[NH2:12].[NH2:22][CH:23]([CH2:24][c:25]1[cH:26][cH:27][cH:28][cH:29][cH:30]1)[C:31]([OH:32])=[O:33]>>[NH2:22][CH:23]([CH2:24][c:25]1[cH:26][cH:27][cH:28][cH:29][cH:30]1)[C:31](=[O:32])[OH:33].